From a dataset of the Open Reaction Database (ORD), a public repository of structured organic reaction records. describe an organic reaction: reactants, conditions, products, and yield The reactants are CCOC(=O)CC1c2ccccc2C(=O)N1Cc1ccccc1, CCO, [Cl-], NC(N)=[NH2+], [Na]. The product is N=C(N)NC(=O)CC1c2ccccc2C(=O)N1Cc1ccccc1. As a reaction SMILES: [CH2:7]([c:8]1[cH:9][cH:10][cH:11][cH:12][cH:13]1)[N:14]1[CH:15]([CH2:24][C:25](=[O:26])[O:27][CH2:28][CH3:29])[c:16]2[cH:17][cH:18][cH:19][cH:20][c:21]2[C:22]1=[O:23].[CH3:30][CH2:31][OH:32].[Cl-:2].[NH2:3][C:4]([NH2:5])=[NH2+:6].[Na:1]>>[NH:3]=[C:4]([NH2:5])[NH:6][C:25]([CH2:24][CH:15]1[N:14]([CH2:7][c:8]2[cH:9][cH:10][cH:11][cH:12][cH:13]2)[C:22](=[O:23])[c:21]2[c:16]1[cH:17][cH:18][cH:19][cH:20]2)=[O:26]. The reactants are COC1(OC)CCC(C(C)(C)C)CC1, CC(C)c1nc(CCO)n(C)c1Sc1cc(Cl)cc(Cl)c1. Yields the product CC(C)c1nc(CCOC2=CCC(C(C)(C)C)CC2)n(C)c1Sc1cc(Cl)cc(Cl)c1. As a reaction SMILES: [C:22]([CH3:23])([CH3:24])([CH3:25])[CH:26]1[CH2:27][CH2:28][C:29]([O:32][CH3:33])([O:34][CH3:35])[CH2:30][CH2:31]1.[Cl:1][c:2]1[cH:3][c:4]([S:9][c:10]2[c:11]([CH:19]([CH3:20])[CH3:21])[n:12][c:13]([CH2:16][CH2:17][OH:18])[n:14]2[CH3:15])[cH:5][c:6]([Cl:8])[cH:7]1>>[Cl:1][c:2]1[cH:3][c:4]([S:9][c:10]2[c:11]([CH:19]([CH3:20])[CH3:21])[n:12][c:13]([CH2:16][CH2:17][O:18][C:29]3=[CH:28][CH2:27][CH:26]([C:22]([CH3:23])([CH3:24])[CH3:25])[CH2:31][CH2:30]3)[n:14]2[CH3:15])[cH:5][c:6]([Cl:8])[cH:7]1.